Dataset: the Open Reaction Database (ORD), a public repository of structured organic reaction records. Task: describe an organic reaction: reactants, conditions, products, and yield Starting materials: C, CC(=O)NCCCC1OCC(Oc2ccc(OCc3ccccc3)cc2)CO1, CCO, [Pd]. Product: CC(=O)NCCCC1OCC(Oc2ccc(O)cc2)CO1. RXN SMILES: [C:32].[CH2:1]([c:2]1[cH:3][cH:4][cH:5][cH:6][cH:7]1)[O:8][c:9]1[cH:10][cH:11][c:12]([O:13][CH:14]2[CH2:15][O:16][CH:17]([CH2:20][CH2:21][CH2:22][NH:23][C:24]([CH3:25])=[O:26])[O:18][CH2:19]2)[cH:27][cH:28]1.[CH3:29][CH2:30][OH:31].[Pd:33]>>[OH:8][c:9]1[cH:10][cH:11][c:12]([O:13][CH:14]2[CH2:15][O:16][CH:17]([CH2:20][CH2:21][CH2:22][NH:23][C:24]([CH3:25])=[O:26])[O:18][CH2:19]2)[cH:27][cH:28]1. Reactants: Cc1ccc(Br)cc1C, Clc1ccnc2ccccc12. Product: Cc1ccc(-c2cc(Cl)c3ccccc3n2)cc1C. Reaction SMILES: [Br:12][c:13]1[cH:14][c:15]([CH3:20])[c:16]([CH3:19])[cH:17][cH:18]1.[Cl:1][c:2]1[cH:3][cH:4][n:5][c:6]2[cH:7][cH:8][cH:9][cH:10][c:11]12>>[Cl:1][c:2]1[cH:3][c:4](-[c:13]2[cH:14][c:15]([CH3:20])[c:16]([CH3:19])[cH:17][cH:18]2)[n:5][c:6]2[cH:7][cH:8][cH:9][cH:10][c:11]12. Reactants: NC(CC(=O)O)C1=CC(=C(C(=C1)OC)OC)OC (3-Amino-3-(3,4,5-trimethoxy-phenyl)-propionic acid), C=1(C(=CC=CC1)C=O)C=O (benzene-1,2-dicarbaldehyde), C(C)(=O)O (acetic acid). Run in ClCCl (dichloromethane). Reaction conditions: time 30 minute. Product: O=C1N(CC2=CC=CC=C12)C(CC(=O)O)C1=CC(=C(C(=C1)OC)OC)OC (3-(1-Oxo-1,3-dihydro-isoindole-2-yl)-3-(3,4,5-trimethoxy-phenyl)-propionic acid). The yield is 20.0%. Reaction SMILES: [NH2:1][CH:2]([C:7]1[CH:12]=[C:11]([O:13][CH3:14])[C:10]([O:15][CH3:16])=[C:9]([O:17][CH3:18])[CH:8]=1)[CH2:3][C:4]([OH:6])=[O:5].[C:19]1([CH:27]=O)[C:20]([CH:25]=[O:26])=[CH:21][CH:22]=[CH:23][CH:24]=1.C(O)(=O)C>ClCCl>[O:26]=[C:25]1[C:20]2[C:19](=[CH:24][CH:23]=[CH:22][CH:21]=2)[CH2:27][N:1]1[CH:2]([C:7]1[CH:8]=[C:9]([O:17][CH3:18])[C:10]([O:15][CH3:16])=[C:11]([O:13][CH3:14])[CH:12]=1)[CH2:3][C:4]([OH:6])=[O:5]. Procedure: 3-Amino-3-(3,4,5-trimethoxy-phenyl)-propionic acid (3.66 mmol, 1 eq), benzene-1,2-dicarbaldehyde (1 eq) and acetic acid (16 eq) are suspended in dichloromethane and refluxed for 2 h. The filtrate is concentrated in vacuo, dissolved in DCM and extracted with water. The organic phase is reduced under vacuum. The resulting oil is suspended in 1 M NaOH and stirred for 30 min at room temperature. The solution is washed with EtOAc and the aqueous phase is acidified with 1 M HCl (pH 2) and extracted wi... The reactants are ClC1=NC(=C(C=C1C#N)C1=CC=CC=C1)C (2-chloro-3-cyano-6-methyl-5-phenylpyridine), [OH-].[NH4+] (ammonium hydroxide), C(C)O (ethanol). Run in C(C)(=O)O (acetic acid). Conditions: temperature 185 celsius, time 2 hour. Product: NC1=NC(=C(C=C1C(=O)O)C1=CC=CC=C1)C (2-amino-6-methyl-5-phenyl-3-pyridinecarboxylic acid). Yield: 82.0%. Reaction SMILES: Cl[C:2]1C(C#N)=[CH:6][C:5]([C:10]2[CH:15]=[CH:14][CH:13]=[CH:12][CH:11]=2)=[C:4]([CH3:16])[N:3]=1.[OH-:17].[NH4+:18].[CH2:19]([OH:21])[CH3:20]>C(O)(=O)C>[NH2:18][C:2]1[C:20]([C:19]([OH:17])=[O:21])=[CH:6][C:5]([C:10]2[CH:15]=[CH:14][CH:13]=[CH:12][CH:11]=2)=[C:4]([CH3:16])[N:3]=1 |f:1.2|. Procedure details: A mixture of 92.71 g 2-chloro-3-cyano-6-methyl-5-phenylpyridine, 1000 ml concentrated ammonium hydroxide and 400 ml ethanol was heated in an autoclave at 185° C. for 30 hours. The reaction mixture was cooled in ice, neutralized with acetic acid and stirred at room temperature for 2 hours. The solid product was collected, washed with water (800 ml) and a small amount of ethanol, and dried in a vacuum oven at 85° C. to give 75.61 g (82%) of 2-amino-6-methyl-5-phenyl-3-pyridinecarboxylic acid, m.p.... Starting materials: C1C=2C3=C(N=CC2CN(C1)C=1C=C(C(=O)O)C=CC1)C=CC=C3 (3-(1,4-dihydrobenzo[c]-2,7-naphthyridin-3(2H)-yl)benzoic acid), C(C)C=1C=C(N)C=CC1 (3-ethylaniline). Yields the product C1C=2C3=C(N=CC2CN(C1)C=1C=C(C(=O)NC2=CC(=CC=C2)CC)C=CC1)C=CC=C3 (3-(1,4-dihydrobenzo[c]-2,7-naphthyridin-3(2H)-yl)-N-(3-ethylphenyl)benzamide). Isolated yield 52.8%. RXN SMILES: [CH2:1]1[CH2:10][N:9]([C:11]2[CH:12]=[C:13]([CH:17]=[CH:18][CH:19]=2)[C:14](O)=[O:15])[CH2:8][C:7]2[CH:6]=[N:5][C:4]3[CH:20]=[CH:21][CH:22]=[CH:23][C:3]=3[C:2]1=2.[CH2:24]([C:26]1[CH:27]=[C:28]([CH:30]=[CH:31][CH:32]=1)[NH2:29])[CH3:25]>>[CH2:1]1[CH2:10][N:9]([C:11]2[CH:12]=[C:13]([CH:17]=[CH:18][CH:19]=2)[C:14]([NH:29][C:28]2[CH:30]=[CH:31][CH:32]=[C:26]([CH2:24][CH3:25])[CH:27]=2)=[O:15])[CH2:8][C:7]2[CH:6]=[N:5][C:4]3[CH:20]=[CH:21][CH:22]=[CH:23][C:3]=3[C:2]1=2. Procedure: In a manner similar to Example 3, 3-(1,4-dihydrobenzo[c]-2,7-naphthyridin-3(2H)-yl)benzoic acid (0.20 mmol, 61 mg) and 3-ethylaniline (0.30 mmol, 0.037 mL) were reacted to give the title compound as an off-white solid (43 mg, 53%). Starting materials: [Na] (sodium), C(C)N1N=CC=2C1=NC(=C(N2)C(=O)O)C (1-ethyl-6-methyl-1H-pyrazolo[3,4-b]pyrazine-5-carboxylic acid), ClCC#N (chloroacetonitrile). The solvent is CN(C=O)C (dimethyl-formamide). Product: C(C)N1N=CC=2C1=NC(=C(N2)C(=O)OCC#N)C (1-Ethyl-6-methyl-1H-pyrazolo[3,4-b]pyrazine-5-carboxylic acid, cyanomethyl ester). Reaction SMILES: [Na].[CH2:2]([N:4]1[C:8]2=[N:9][C:10]([CH3:16])=[C:11]([C:13]([OH:15])=[O:14])[N:12]=[C:7]2[CH:6]=[N:5]1)[CH3:3].Cl[CH2:18][C:19]#[N:20]>CN(C)C=O>[CH2:2]([N:4]1[C:8]2=[N:9][C:10]([CH3:16])=[C:11]([C:13]([O:15][CH2:18][C:19]#[N:20])=[O:14])[N:12]=[C:7]2[CH:6]=[N:5]1)[CH3:3] |^1:0|. Procedure details: 9.12 g. of the sodium salt of 1-ethyl-6-methyl-1H-pyrazolo[3,4-b]pyrazine-5-carboxylic acid (0.04 mol.), 3.33 g. of chloroacetonitrile (0.056 mol.) and 90 ml. of dimethyl-formamide are stirred at 70°-80° for 12 hours. After vacuum removal of the dimethylformamide, the residue is stirred with 200 ml. of ether and filtered. The ethereal filtrate is evaporated and the residual 1-ethyl-6-methyl-1H-pyrazolo[3,4-b]-pyrazine-5-carboxylic acid, cyanomethyl ester is recrystallized from hexane, yield 3.76...